From a dataset of the Open Reaction Database (ORD), a public repository of structured organic reaction records. describe an organic reaction: reactants, conditions, products, and yield Reactants: CCOC(OCC)OCC, CCO, O=Cc1ccc(C=O)cc1, [Cl-], [NH4+]. The product is CCOC(OCC)c1ccc(C=O)cc1. Reaction SMILES: [CH2:16]([O:17][CH:19]([O:20][CH2:21][CH3:22])[O:23][CH2:24][CH3:25])[CH3:18].[CH3:13][CH2:14][OH:15].[CH:1]([c:2]1[cH:3][cH:4][c:5]([CH:6]=[O:7])[cH:8][cH:9]1)=[O:10].[Cl-:11].[NH4+:12]>>[c:2]1([CH:19]([O:20][CH2:21][CH3:22])[O:23][CH2:24][CH3:25])[cH:3][cH:4][c:5]([CH:6]=[O:7])[cH:8][cH:9]1. Starting materials: CC(O)(C(=O)Nc1ccc(S(=O)(=O)c2ccc(S(C)(=O)=O)cc2)cc1Br)C(F)(F)F, CCCCC([Sn])=C(CCCC)CCCC, Cc1ccccc1, O=C(C=Cc1ccccc1)C=Cc1ccccc1, O=C(C=Cc1ccccc1)C=Cc1ccccc1, O=C(C=Cc1ccccc1)C=Cc1ccccc1, [Pd], [Pd]. The product is C=Cc1cc(S(=O)(=O)c2ccc(S(C)(=O)=O)cc2)ccc1NC(=O)C(C)(O)C(F)(F)F. As a reaction SMILES: [Br:16][c:17]1[c:18]([NH:36][C:37]([C:38]([C:39]([F:40])([F:41])[F:42])([CH3:43])[OH:44])=[O:45])[cH:19][cH:20][c:21]([S:23](=[O:24])(=[O:25])[c:26]2[cH:27][cH:28][c:29]([S:32](=[O:33])(=[O:34])[CH3:35])[cH:30][cH:31]2)[cH:22]1.[CH2:1]([CH2:2][CH2:14][CH3:15])[C:3]([Sn:4])=[C:5]([CH2:6][CH2:7][CH2:8][CH3:9])[CH2:10][CH2:11][CH2:12][CH3:13].[CH3:46][c:47]1[cH:48][cH:49][cH:50][cH:51][cH:52]1.[O:55]=[C:56]([CH:57]=[CH:58][c:59]1[cH:60][cH:61][cH:62][cH:63][cH:64]1)[CH:65]=[CH:66][c:67]1[cH:68][cH:69][cH:70][cH:71][cH:72]1.[O:73]=[C:74]([CH:75]=[CH:76][c:77]1[cH:78][cH:79][cH:80][cH:81][cH:82]1)[CH:83]=[CH:84][c:85]1[cH:86][cH:87][cH:88][cH:89][cH:90]1.[O:91]=[C:92]([CH:93]=[CH:94][c:95]1[cH:96][cH:97][cH:98][cH:99][cH:100]1)[CH:101]=[CH:102][c:103]1[cH:104][cH:105][cH:106][cH:107][cH:108]1.[Pd:53].[Pd:54]>>[CH:1](=[CH2:2])[c:17]1[c:18]([NH:36][C:37]([C:38]([C:39]([F:40])([F:41])[F:42])([CH3:43])[OH:44])=[O:45])[cH:19][cH:20][c:21]([S:23](=[O:24])(=[O:25])[c:26]2[cH:27][cH:28][c:29]([S:32](=[O:33])(=[O:34])[CH3:35])[cH:30][cH:31]2)[cH:22]1. The reactants are O1C(CCCC1)ONC(C[C@@]1(CCN(CCS1(=O)=O)C(C1=CC=CC=C1)=O)C=1SC(=CC1)Br)=O (N-(2-tetrahydropyranyloxy)-2-[(S)-4-benzoyl-7-(5-bromo-2-thienyl)-1,1-dioxoperhydro-1,4-thiazepin-7-yl]acetamide), C([O-])([O-])=O.[Na+].[Na+] (sodium carbonate). The reagents and catalysts are C=1C=CC(=CC1)[P](C=2C=CC=CC2)(C=3C=CC=CC3)[Pd]([P](C=4C=CC=CC4)(C=5C=CC=CC5)C=6C=CC=CC6)([P](C=7C=CC=CC7)(C=8C=CC=CC8)C=9C=CC=CC9)[P](C=1C=CC=CC1)(C=1C=CC=CC1)C=1C=CC=CC1 (tetrakis(triphenylphosphine)palladium(0)). Reaction conditions: temperature 80 celsius, time 4 hour. Yields the product O1C(CCCC1)ONC(C[C@@]1(CCN(CCS1(=O)=O)C(C1=CC=CC=C1)=O)C=1SC(=CC1)C1=CC=C(C=C1)C1=CN=CO1)=O (N-(2-tetrahydropyranyloxy)-2-[(S)-4-benzoyl-7-(5-(4-(5-oxazolyl)phenyl)-2-thienyl)-1,1-dioxoperhydro-1,4-thiazepin-7-yl]acetamide). Reaction SMILES: [O:1]1[CH2:6][CH2:5][CH2:4][CH2:3][CH:2]1[O:7][NH:8][C:9](=[O:34])[CH2:10][C@@:11]1([C:28]2[S:29][C:30](Br)=[CH:31][CH:32]=2)[S:17](=[O:19])(=[O:18])[CH2:16][CH2:15][N:14]([C:20](=[O:27])[C:21]2[CH:26]=[CH:25][CH:24]=[CH:23][CH:22]=2)[CH2:13][CH2:12]1.[C:35](=[O:38])([O-])[O-].[Na+].[Na+]>C1C=CC([P]([Pd]([P](C2C=CC=CC=2)(C2C=CC=CC=2)C2C=CC=CC=2)([P](C2C=CC=CC=2)(C2C=CC=CC=2)C2C=CC=CC=2)[P](C2C=CC=CC=2)(C2C=CC=CC=2)C2C=CC=CC=2)(C2C=CC=CC=2)C2C=CC=CC=2)=CC=1>[O:1]1[CH2:6][CH2:5][CH2:4][CH2:3][CH:2]1[O:7][NH:8][C:9](=[O:34])[CH2:10][C@@:11]1([C:28]2[S:29][C:30]([C:21]3[CH:26]=[CH:25][C:24]([C:35]4[O:38][CH:15]=[N:14][CH:13]=4)=[CH:23][CH:22]=3)=[CH:31][CH:32]=2)[S:17](=[O:19])(=[O:18])[CH2:16][CH2:15][N:14]([C:20](=[O:27])[C:21]2[CH:26]=[CH:25][CH:24]=[CH:23][CH:22]=2)[CH2:13][CH2:12]1 |f:1.2.3,^1:44,46,65,84|. Procedure details: To a solution of 4-(5-oxazolyl)phenylboronic acid pinacol cyclic ester obtained in Preparation 9-2) were added N-(2-tetrahydropyranyloxy)-2-[(S)-4-benzoyl-7-(5-bromo-2-thienyl)-1,1-dioxoperhydro-1,4-thiazepin-7-yl]acetamide (1.70 g), tetrakis(triphenylphosphine)palladium(0) (103 mg) and 2M aqueous sodium carbonate solution (5 ml) and the mixture was stirred at 80° C. for 4 hours. After evaporation of solvent, ethyl acetate and water were added and the insolubles were filtered off. The organic la... The reactants are Cl.ClCCN1CCCCC1 (N-(2-chloroethyl) piperidine hydrochloride), NC(=S)N (thiourea). Solvent: CN(C=O)C (dimethylformamide). Reaction conditions: temperature 20 celsius. The product is Cl.N1(CCCCC1)CCNC(S)=N (2-(1-Piperidyl)ethylisothiourea hydrochloride). RXN SMILES: Cl.[Cl:2][CH2:3][CH2:4][N:5]1[CH2:10][CH2:9][CH2:8][CH2:7][CH2:6]1.[NH2:11][C:12]([NH2:14])=[S:13]>CN(C)C=O>[ClH:2].[N:5]1([CH2:4][CH2:3][NH:14][C:12](=[NH:11])[SH:13])[CH2:10][CH2:9][CH2:8][CH2:7][CH2:6]1 |f:0.1,4.5|. Procedure details: 2-(1-Piperidyl)ethylisothiourea hydrochloride was prepared in the following way: A suspension of 100 g of N-(2-chloroethyl) piperidine hydrochloride and of 41.5 g of thiourea in 250 cm3 of dimethylformamide was heated at a temperature in the region of 110° C. for 2 hours. The mixture was cooled to a temperature in the region of 20° C. The white solid formed was subsequently filtered off, rinsed with a total of 100 cm3 of diethyl ether and dried under reduced pressure (10 kPa) at a temperature in... The reactants are Compound II, C(C1=CC=CC=C1)NC(=O)NN(C)CC(=O)O (2-(2-(benzylcarbamoyl)-1-methylhydrazinyl)acetic acid), N[C@@H](CC(=O)OC(C)(C)C)C(=O)N(CC1=CC=CC2=CC=CC=C12)[C@H](C(OCC)OCC)C ((S)-tert-butyl 3-amino-4-(((S)-1,1-diethoxypropan-2-yl)-(naphthalen-1-ylmethyl)amino)-4-oxobutanoate). Product: C(C1=CC=CC=C1)NC(=O)NN(C)CC(=O)N[C@@H](CC(=O)OC(C)(C)C)C(=O)N(CC1=CC=CC2=CC=CC=C12)[C@H](C(OCC)OCC)C ((S)-tert-butyl 3-(2-(2-(benzylcarbamoyl)-1-methylhydrazinyl)acetamido)-4-(((S)-1,1-diethoxypropan-2-yl)(naphthalen-1-ylmethyl)amino)-4-oxobutanoate). RXN SMILES: [CH2:1]([NH:8][C:9]([NH:11][N:12]([CH2:14][C:15]([OH:17])=O)[CH3:13])=[O:10])[C:2]1[CH:7]=[CH:6][CH:5]=[CH:4][CH:3]=1.[NH2:18][C@H:19]([C:28]([N:30]([C@@H:42]([CH3:50])[CH:43]([O:47][CH2:48][CH3:49])[O:44][CH2:45][CH3:46])[CH2:31][C:32]1[C:41]2[C:36](=[CH:37][CH:38]=[CH:39][CH:40]=2)[CH:35]=[CH:34][CH:33]=1)=[O:29])[CH2:20][C:21]([O:23][C:24]([CH3:27])([CH3:26])[CH3:25])=[O:22]>>[CH2:1]([NH:8][C:9]([NH:11][N:12]([CH2:14][C:15]([NH:18][C@H:19]([C:28]([N:30]([C@@H:42]([CH3:50])[CH:43]([O:47][CH2:48][CH3:49])[O:44][CH2:45][CH3:46])[CH2:31][C:32]1[C:41]2[C:36](=[CH:37][CH:38]=[CH:39][CH:40]=2)[CH:35]=[CH:34][CH:33]=1)=[O:29])[CH2:20][C:21]([O:23][C:24]([CH3:27])([CH3:25])[CH3:26])=[O:22])=[O:17])[CH3:13])=[O:10])[C:2]1[CH:3]=[CH:4][CH:5]=[CH:6][CH:7]=1. Reported procedure: According to the procedure described in the synthesis method of Compound II-15, 2-(2-(benzylcarbamoyl)-1-methylhydrazinyl)acetic acid (Compound VI-3) 78 mg (0.33 mmol) was coupled with (S)-tert-butyl 3-amino-4-(((S)-1,1-diethoxypropan-2-yl)-(naphthalen-1-ylmethyl)amino)-4-oxobutanoate (Compound IV-16) 100 mg (0.22 mmol) to obtain the title compound. The reactants are O=C([O-])O, C1COCCO1, CC1COCCN1c1cc(CS(=O)(=O)C2CCCCC2)nc(-c2ccc(N)cc2)n1, O=C(Cl)Oc1ccccc1, [Na+]. Product: CC1COCCN1c1cc(CS(=O)(=O)C2CCCCC2)nc(-c2ccc(NC(=O)Oc3ccccc3)cc2)n1. Reaction SMILES: [C:1](=[O:2])([OH:3])[O-:4].[CH2:46]1[O:47][CH2:48][CH2:49][O:50][CH2:51]1.[CH:6]1([S:12](=[O:13])(=[O:14])[CH2:15][c:16]2[n:17][c:18](-[c:29]3[cH:30][cH:31][c:32]([NH2:33])[cH:34][cH:35]3)[n:19][c:20]([N:22]3[CH:23]([CH3:28])[CH2:24][O:25][CH2:26][CH2:27]3)[cH:21]2)[CH2:7][CH2:8][CH2:9][CH2:10][CH2:11]1.[Cl:36][C:37](=[O:38])[O:39][c:40]1[cH:41][cH:42][cH:43][cH:44][cH:45]1.[Na+:5]>>[CH:6]1([S:12](=[O:13])(=[O:14])[CH2:15][c:16]2[n:17][c:18](-[c:29]3[cH:30][cH:31][c:32]([NH:33][C:37](=[O:38])[O:39][c:40]4[cH:41][cH:42][cH:43][cH:44][cH:45]4)[cH:34][cH:35]3)[n:19][c:20]([N:22]3[CH:23]([CH3:28])[CH2:24][O:25][CH2:26][CH2:27]3)[cH:21]2)[CH2:7][CH2:8][CH2:9][CH2:10][CH2:11]1. Reactants: FC(C=1C=C(C(=O)NCC(=O)N[C@H]2CN(CC2)C2CN(CC2)C2=CC=C(C(=O)OCC3=CC=CC=C3)C=C2)C=CC1)(F)F (benzyl 4-{(3R)-3-[({[3-(trifluoromethyl)benzoyl]amino}acetyl)amino]-1,3′-bipyrrolidin-1′-yl}benzoate), [H][H] (hydrogen), [H][H] (hydrogen). Solvent: CO (methanol), [Pd] (Palladium). The product is FC(C=1C=C(C(=O)NCC(=O)N[C@H]2CN(CC2)C2CN(CC2)C2=CC=C(C(=O)O)C=C2)C=CC1)(F)F (4-{(3R)-3-[({[3-(trifluoromethyl)benzoyl]amino}acetyl)amino]-1,3′-bipyrrolidin-1′-yl}benzoic acid). Isolated yield 90.8%. As a reaction SMILES: [F:1][C:2]([F:43])([F:42])[C:3]1[CH:4]=[C:5]([CH:39]=[CH:40][CH:41]=1)[C:6]([NH:8][CH2:9][C:10]([NH:12][C@@H:13]1[CH2:17][CH2:16][N:15]([CH:18]2[CH2:22][CH2:21][N:20]([C:23]3[CH:38]=[CH:37][C:26]([C:27]([O:29]CC4C=CC=CC=4)=[O:28])=[CH:25][CH:24]=3)[CH2:19]2)[CH2:14]1)=[O:11])=[O:7].[H][H]>CO.[Pd]>[F:43][C:2]([F:1])([F:42])[C:3]1[CH:4]=[C:5]([CH:39]=[CH:40][CH:41]=1)[C:6]([NH:8][CH2:9][C:10]([NH:12][C@@H:13]1[CH2:17][CH2:16][N:15]([CH:18]2[CH2:22][CH2:21][N:20]([C:23]3[CH:38]=[CH:37][C:26]([C:27]([OH:29])=[O:28])=[CH:25][CH:24]=3)[CH2:19]2)[CH2:14]1)=[O:11])=[O:7]. Reported procedure: In a round-bottom flask, a solution of benzyl 4-{(3R)-3-[({[3-(trifluoromethyl)benzoyl]amino}acetyl)amino]-1,3′-bipyrrolidin-1′-yl}benzoate (258 mg, 0.43 mmol) in methanol (400 μL) and Palladium (10%) on Carbon (50 mg) was purged with hydrogen gas for two minutes; the reaction was then subjected to 1 atmosphere of hydrogen gas for two hours. The flask was purged with Argon, then the mixture was filtered and concentrated to afford 4-{(3R)-3-[({[3-(trifluoromethyl)benzoyl]amino}acetyl)amino]-1,3′-...